Dataset: the Open Reaction Database (ORD), a public repository of structured organic reaction records. Task: describe an organic reaction: reactants, conditions, products, and yield Starting materials: Br.N1=CC=CC=C1 (Pyridine-hydrobromide), C(CC(=O)C)(=O)OCC (ethyl acetoacetate), CNC (dimethylamine). Solvent: C(Cl)Cl (methylene chloride), C(Cl)Cl (methylene chloride). Run at time 2 hour. The product is C(C)OC(C=C(CN(C)C)N)=O (3-Amino-4-dimethylamino-2-butenoic acid ethyl ester). RXN SMILES: Br.[N:2]1[CH:7]=CC=C[CH:3]=1.[C:8]([O:14][CH2:15][CH3:16])(=[O:13])[CH2:9][C:10]([CH3:12])=O.C[NH:18]C>C(Cl)Cl>[CH2:15]([O:14][C:8](=[O:13])[CH:9]=[C:10]([NH2:18])[CH2:12][N:2]([CH3:7])[CH3:3])[CH3:16] |f:0.1|. Reported procedure: Pyridine-hydrobromide-perbromide (48 g) was added to a solution of ethyl acetoacetate (19.4 g) in anhydrous methylene chloride (500 ml) at room temperature in 20 minutes. The mixture was stirred for 2 hours and then added dropwise to a solution of dimethylamine (48.8 g) in anhydrous methylene chloride (100 ml) at -15°-0° in 1 hr. The resulting mixture was cooled to -20° and ammonia was bubbled through the mixture under stirring for 1 hr and for 2 hr at room temperature. The reaction went to comp... Reactants: ClC1=CC(=C(CN2N=CC3=CC(=CC=C23)C=C2C(NC(S2)SC)=O)C=C1)C(F)(F)F (5-[1-(4-chloro-2-trifluoromethyl-benzyl)-1H-indazol-5-ylmethylene]-2-methylsulfanyl-thiazolidin-4-one), C(C)N(CCNC)CC (N,N-Diethyl-N′-methyl-ethane-1,2-diamine). Product: ClC1=CC(=C(CN2N=CC3=CC(=CC=C23)C=C2C(N=C(S2)N(C)CCN(CC)CC)=O)C=C1)C(F)(F)F (5-[1-(4-Chloro-2-trifluoromethyl-benzyl)-1H-indazol-5-ylmethylene]-2-[(2-diethylamino-ethyl)-methyl-amino]-thiazol-4-one). As a reaction SMILES: [Cl:1][C:2]1[CH:26]=[CH:25][C:5]([CH2:6][N:7]2[C:15]3[C:10](=[CH:11][C:12]([CH:16]=[C:17]4[S:21][CH:20](SC)[NH:19][C:18]4=[O:24])=[CH:13][CH:14]=3)[CH:9]=[N:8]2)=[C:4]([C:27]([F:30])([F:29])[F:28])[CH:3]=1.[CH2:31]([N:33]([CH2:38][CH3:39])[CH2:34][CH2:35][NH:36][CH3:37])[CH3:32]>>[Cl:1][C:2]1[CH:26]=[CH:25][C:5]([CH2:6][N:7]2[C:15]3[C:10](=[CH:11][C:12]([CH:16]=[C:17]4[S:21][C:20]([N:36]([CH2:35][CH2:34][N:33]([CH2:38][CH3:39])[CH2:31][CH3:32])[CH3:37])=[N:19][C:18]4=[O:24])=[CH:13][CH:14]=3)[CH:9]=[N:8]2)=[C:4]([C:27]([F:29])([F:30])[F:28])[CH:3]=1. Procedure: 5-[1-(4-Chloro-2-trifluoromethyl-benzyl)-1H-indazol-5-ylmethylene]-2-[(2-diethylamino-ethyl)-methyl-amino]-thiazol-4-one was prepared from 5-[1-(4-chloro-2-trifluoromethyl-benzyl)-1H-indazol-5-ylmethylene]-2-methylsulfanyl-thiazolidin-4-one and N,N-Diethyl-N′-methyl-ethane-1,2-diamine following General Procedure B. Starting materials: methyl ester, FC(S(=O)(=O)O)(F)F (trifluoromethanesulfonic acid), NCCCCN (tetramethylenediamine), BrC1=C2C[C@H]3N(C[C@H](C=C3C=3C=CC=C(N1[Si](C)(C)C(C)(C)C)C32)NC(N(CC)CC)=O)C (3-[2-bromo-1-(tert-butyldimethylsilyl)-9,10-didehydro-6-methyl-8α-ergolinyl]-1,1-diethylurea), C[Si](N[Si](C)(C)C)(C)C (hexamethyldisilazane), C(CCC)[Li].CCCCCC (butyllithium hexane), C(C)(C)(C)[Li] (tert-butyllithium). Solvent: O (water), C1(=CC=CC=C1)C (toluene), C1(=CC=CC=C1)C (toluene). Conditions: temperature 0 celsius, time 15 minute. The product is [Si](C)(C)(C(C)(C)C)N1C(=C2C[C@H]3N(C[C@H](C=C3C=3C=CC=C1C32)NC(N(CC)CC)=O)C)C (3-[1-(tert-butyldimetylsilyl)-9,10-didehydro-2,6-dimethyl-8α-ergolinyl]-1,1-diethylurea). The yield is 27.4%. Reaction SMILES: [CH3:1][Si](C)(C)N[Si](C)(C)C.C([Li])CCC.CCCCCC.Br[C:22]1[N:36]([Si:37]([C:40]([CH3:43])([CH3:42])[CH3:41])([CH3:39])[CH3:38])[C:35]2[C:44]3[C:23]=1[CH2:24][C@@H:25]1[C:30]([C:31]=3[CH:32]=[CH:33][CH:34]=2)=[CH:29][C@H:28]([NH:45][C:46](=[O:52])[N:47]([CH2:50][CH3:51])[CH2:48][CH3:49])[CH2:27][N:26]1[CH3:53].NCCCCN.C([Li])(C)(C)C.FC(F)(F)S(O)(=O)=O>O.C1(C)C=CC=CC=1>[Si:37]([N:36]1[C:35]2[C:44]3[C:23]([CH2:24][C@@H:25]4[C:30]([C:31]=3[CH:32]=[CH:33][CH:34]=2)=[CH:29][C@H:28]([NH:45][C:46](=[O:52])[N:47]([CH2:50][CH3:51])[CH2:48][CH3:49])[CH2:27][N:26]4[CH3:53])=[C:22]1[CH3:1])([C:40]([CH3:43])([CH3:42])[CH3:41])([CH3:39])[CH3:38] |f:1.2|. Procedure: Under argon, 0.3 ml (1.5 mmol) of distilled hexamethyldisilazane is added to 4 ml of absolute, freshly distilled toluene, and the mixture is cooled to 0° C. Then 0.85 ml (1.4 mmol) of 15% butyllithium/hexane is added dropwise and the mixture is stirred for 15 minutes at 0° C. To this mixture is added 531 mg (1 mmol) of 3-[2-bromo-1-(tert-butyldimethylsilyl)-9,10-didehydro-6-methyl-8α-ergolinyl]-1,1-diethylurea in 50 ml of absolute, freshly distilled toluene and agitation is continued for another... Yield: 61.8%. RXN SMILES: [NH:1]1[CH2:6][CH2:5][NH:4][CH2:3][CH2:2]1.[CH2:7]([O:9][C:10]([C:12]1[C:21](=[O:22])[C:20]2[C:15](=[N:16][C:17](Cl)=[C:18]([F:23])[CH:19]=2)[N:14]([C:25]([CH3:28])([CH3:27])[CH3:26])[CH:13]=1)=[O:11])[CH3:8]>C(#N)C>[CH2:7]([O:9][C:10]([C:12]1[C:21](=[O:22])[C:20]2[C:15](=[N:16][C:17]([N:1]3[CH2:6][CH2:5][NH:4][CH2:3][CH2:2]3)=[C:18]([F:23])[CH:19]=2)[N:14]([C:25]([CH3:26])([CH3:28])[CH3:27])[CH:13]=1)=[O:11])[CH3:8]. Solvent: C(C)#N (acetonitrile). Yields the product C(C)OC(=O)C1=CN(C2=NC(=C(C=C2C1=O)F)N1CCNCC1)C(C)(C)C (7-piperazinyl-1-(1,1-dimethylethyl)-1,4-dihydro-6-fluoro-4-oxo-1,8-naphthyridine-3-carboxylic acid ethyl ester). Procedure details: To a refluxed solution of 487 mg (5.65 mmoles) piperazine in 30 mL acetonitrile was gradually added 612 mg (1.87 mmole) of 1-(1,1-dimethylethyl)-1,4-dihydro-6-fluoro-7-chloro-4-oxo-1,8-naphthyridine-3-carboxylic acid ethyl ester over a 10 mn period. The solution was refluxed 30 minutes and evaporated to dryness. The residue was taken up in water and filtered to give 435 mg of 7-piperazinyl-1-(1,1-dimethylethyl)-1,4-dihydro-6-fluoro-4-oxo-1,8-naphthyridine-3-carboxylic acid ethyl ester. Starting materials: N1CCNCC1 (piperazine), C(C)OC(=O)C1=CN(C2=NC(=C(C=C2C1=O)F)Cl)C(C)(C)C (1-(1,1-dimethylethyl)-1,4-dihydro-6-fluoro-7-chloro-4-oxo-1,8-naphthyridine-3-carboxylic acid ethyl ester). Reactants: Cc1ccccc1, O=CO, O, Nc1ccc(Cc2ncc[nH]2)cc1. Yields the product O=CNc1ccc(Cc2ncc[nH]2)cc1. As a reaction SMILES: [CH3:18][c:19]1[cH:20][cH:21][cH:22][cH:23][cH:24]1.[CH:14](=[O:15])[OH:16].[OH2:17].[nH:1]1[c:2]([CH2:6][c:7]2[cH:8][cH:9][c:10]([NH2:11])[cH:12][cH:13]2)[n:3][cH:4][cH:5]1>>[nH:1]1[c:2]([CH2:6][c:7]2[cH:8][cH:9][c:10]([NH:11][CH:14]=[O:15])[cH:12][cH:13]2)[n:3][cH:4][cH:5]1. The reactants are [N+](=O)([O-])C (nitromethane), C[O-].[Na+] (sodium methoxide), C(C)(C)(C)[Si](OCCC(C\C=C\1/C(NC2=CC(=CC=C12)Cl)=O)(C)C)(C)C (Z-3-[5-(tert-butyl-dimethyl-silanyloxy)-3,3-dimethyl-pentylidene]-6-chloro-1,3-dihydro-indol-2-one), C(C)(=O)O (acetic acid). The solvent is CO (methanol), CO (methanol). Run at time 10 minute. Product: C(C)(C)(C)[Si](OCCC(CC(C[N+](=O)[O-])C1C(NC2=CC(=CC=C12)Cl)=O)(C)C)(C)C (racemic 3-[5-(tert-butyl-dimethyl-silanyloxy)-3,3-dim ethyl-1-nitromethyl-pentyl]-6-chloro-1,3-dihydro-indol-2-one). Isolated yield 64.6%. Reaction SMILES: [N+:1]([CH3:4])([O-:3])=[O:2].C[O-].[Na+].[C:8]([Si:12]([CH3:33])([CH3:32])[O:13][CH2:14][CH2:15][C:16]([CH3:31])([CH3:30])[CH2:17]/[CH:18]=[C:19]1\[C:20](=[O:29])[NH:21][C:22]2[C:27]\1=[CH:26][CH:25]=[C:24]([Cl:28])[CH:23]=2)([CH3:11])([CH3:10])[CH3:9].C(O)(=O)C>CO>[C:8]([Si:12]([CH3:32])([CH3:33])[O:13][CH2:14][CH2:15][C:16]([CH3:31])([CH3:30])[CH2:17][CH:18]([CH:19]1[C:27]2[C:22](=[CH:23][C:24]([Cl:28])=[CH:25][CH:26]=2)[NH:21][C:20]1=[O:29])[CH2:4][N+:1]([O-:3])=[O:2])([CH3:10])([CH3:9])[CH3:11] |f:1.2|. Reported procedure: To a solution of nitromethane (Aldrich) (0.21 g, 3.5 mmol) in methanol (20 mL) was slowly added a methanolic solution (Aldrich, 25 wt. %) of sodium methoxide (0.74 g, 3.5 mmol). After the mixture was stirred at room temperature for 10 min, a solution of E/Z-3-[5-(tert-butyl-dimethyl-silanyloxy)-3,3-dimethyl-pentylidene]-6-chloro-1,3-dihydro-indol-2-one (0.68 g, 1.7 mmol) in methanol (10 mL) was added. The reaction mixture was stirred at room temperature for 2 h, then acetic acid (0.6 g, 10 mmol)... As a reaction SMILES: [CH3:20][N:21]([CH3:22])[CH:23]=[O:24].[Cl:1][CH2:2][CH2:3][CH2:4][C:5](=[O:6])[NH:7][c:8]1[c:9]([Cl:16])[c:10]([CH3:15])[c:11]([Cl:14])[cH:12][cH:13]1.[H-:17].[Na+:18].[OH2:19]>>[CH2:2]1[CH2:3][CH2:4][C:5](=[O:6])[N:7]1[c:8]1[c:9]([Cl:16])[c:10]([CH3:15])[c:11]([Cl:14])[cH:12][cH:13]1. Starting materials: CN(C)C=O, Cc1c(Cl)ccc(NC(=O)CCCCl)c1Cl, [H-], [Na+], O. Product: Cc1c(Cl)ccc(N2CCCC2=O)c1Cl.